From a dataset of the Open Reaction Database (ORD), a public repository of structured organic reaction records. describe an organic reaction: reactants, conditions, products, and yield The reactants are FC(C=1C=C(C=C(C1)C(F)(F)F)[C@@H](C)O[C@@H]1[C@H]([C@@H](CC1)CN1C[C@@H](CCC1)C(=O)OCC)C1=CC=C(C=C1)F)(F)F (1-(S)-(1-(R)-(3,5-Bis(trifluoromethyl)phenyl)ethoxy)-2-(R)-(4-fluorophenyl)-3-(R)-(((R)-3-ethoxycarbonylpiperidin-1-yl)methyl)cyclopentane), [OH-].[Na+] (sodium hydroxide). The solvent is CO (methanol). Reaction conditions: time 20 hour. Product: FC(C=1C=C(C=C(C1)C(F)(F)F)[C@@H](C)O[C@@H]1[C@H]([C@@H](CC1)CN1C[C@@H](CCC1)C(=O)O)C1=CC=C(C=C1)F)(F)F (1-(S)-(1-(R)-(3,5-Bis(trifluoromethyl)phenyl)ethoxy)-2-(R)-(4-fluorophenyl)-3-(R)-(((R)-3-carboxypiperidin-1-yl)methyl)-cyclopentane). Isolated yield 93.2%. Reaction SMILES: [F:1][C:2]([F:41])([F:40])[C:3]1[CH:4]=[C:5]([C@H:13]([O:15][C@H:16]2[CH2:20][CH2:19][C@@H:18]([CH2:21][N:22]3[CH2:27][CH2:26][CH2:25][C@@H:24]([C:28]([O:30]CC)=[O:29])[CH2:23]3)[C@@H:17]2[C:33]2[CH:38]=[CH:37][C:36]([F:39])=[CH:35][CH:34]=2)[CH3:14])[CH:6]=[C:7]([C:9]([F:12])([F:11])[F:10])[CH:8]=1.[OH-].[Na+]>CO>[F:12][C:9]([F:10])([F:11])[C:7]1[CH:6]=[C:5]([C@H:13]([O:15][C@H:16]2[CH2:20][CH2:19][C@@H:18]([CH2:21][N:22]3[CH2:27][CH2:26][CH2:25][C@@H:24]([C:28]([OH:30])=[O:29])[CH2:23]3)[C@@H:17]2[C:33]2[CH:38]=[CH:37][C:36]([F:39])=[CH:35][CH:34]=2)[CH3:14])[CH:4]=[C:3]([C:2]([F:41])([F:1])[F:40])[CH:8]=1 |f:1.2|. Procedure: To a solution of 10.14 g (17.2 mmole) of 1-(S)-(1-(R)-(3,5-bis(trifluoromethyl)phenyl)ethoxy)-2-(R)-(4-fluorophenyl)-3-(R)-(((R)-3-ethoxycarbonylpiperidin-1-yl)methyl)cyclopentane from Step B in 100 mL of methanol was added 17.2 mL (86 mmole) of 5N sodium hydroxide. The reaction was stirred at rt for 20 hours and was then most of the methanol was removed in vacuo. The residue was diluted with water and the pH was adjusted to 7 with 2N hydrochloric acid. The mixture was extracted 3 times with met... Starting materials: CC1=CC=C(C=C1)S(=O)(=O)OCC1CCN(CC1)C(=O)OC(C)(C)C (tert-butyl 4-({[(4-methylphenyl)sulfonyl]oxy}methyl)piperidine-1-carboxylate), C([O-])([O-])=O.[K+].[K+] (potassium carbonate), CN(C=O)C (N,N-dimethylformamide), Example 4, OC1=CC=C(C(=O)OC)C=C1 (methyl 4-hydroxybenzoate). Solvent: O (Water). Run at temperature 60 celsius, time 16 hour. Yields the product COC(=O)C1=CC=C(OCC2CCN(CC2)C(=O)OC(C)(C)C)C=C1 (tert-Butyl 4-{[4-(methoxycarbonyl)phenoxy]methyl}piperidine-1-carboxylate). The yield is 100.0%. As a reaction SMILES: CC1C=CC(S([O:11][CH2:12][CH:13]2[CH2:18][CH2:17][N:16]([C:19]([O:21][C:22]([CH3:25])([CH3:24])[CH3:23])=[O:20])[CH2:15][CH2:14]2)(=O)=O)=CC=1.O[C:27]1[CH:36]=[CH:35][C:30]([C:31]([O:33][CH3:34])=[O:32])=[CH:29][CH:28]=1.C(=O)([O-])[O-].[K+].[K+].CN(C)C=O>O>[CH3:34][O:33][C:31]([C:30]1[CH:35]=[CH:36][C:27]([O:11][CH2:12][CH:13]2[CH2:14][CH2:15][N:16]([C:19]([O:21][C:22]([CH3:23])([CH3:24])[CH3:25])=[O:20])[CH2:17][CH2:18]2)=[CH:28][CH:29]=1)=[O:32] |f:2.3.4|. Procedure details: A mixture of tert-butyl 4-({[(4-methylphenyl)sulfonyl]oxy}methyl)piperidine-1-carboxylate obtained in Reference Example 4 (8.0 g), methyl 4-hydroxybenzoate (3.1 g), potassium carbonate (5.53 g), and N,N-dimethylformamide (80 mL) was stirred at 60° C. for 16 h. Water was added to the reaction solution, and the mixture was extracted with ethyl acetate. The ethyl acetate layer was washed with saturated brine, and dried over anhydrous magnesium sulfate. The solvent was evaporated under reduced press... The reactants are Cl (hydrochloric acid), C(C1=CC=CC=C1)(=O)SC(C(=O)NCCC(=O)O)C (2-benzoylmercaptopropionyl-β-alanine), [OH-].[Na+] (NaOH), C(C1=CC=CC=C1)(=O)SC(C(=O)NCCC(=O)O)C (2-benzoylmercaptopropionyl-β-alanine). Run in O (water). Reaction conditions: time 1 hour. Yields the product SC(C(=O)NCCC(=O)O)C (2-mercaptopropionyl-βalanine). Reaction SMILES: C([S:9][CH:10]([CH3:19])[C:11]([NH:13][CH2:14][CH2:15][C:16]([OH:18])=[O:17])=[O:12])(=O)C1C=CC=CC=1.[OH-].[Na+].Cl>O>[SH:9][CH:10]([CH3:19])[C:11]([NH:13][CH2:14][CH2:15][C:16]([OH:18])=[O:17])=[O:12] |f:1.2|. Procedure details: 22.5g (0.08 mol) of N-(2-benzoylmercaptopropionyl-β-alanine was added to the solution of 10.0g (0.25 mol) of NaOH in 100 ml of water to allow the β-alanine derivative to hydrolyze at 40°C for 1 hour. The reaction mixture was acidified with hydrochloric acid and, after distilling off the benzoic acid, concentrated to give 8.8g of N-(2-mercaptopropionyl-βalanine, ##EQU11##